Dataset: the Open Reaction Database (ORD), a public repository of structured organic reaction records. Task: describe an organic reaction: reactants, conditions, products, and yield Reactants: BrC1=C(C(=CC=C1)F)C (1-Bromo-3-fluoro-2-methylbenzene), COC1=CC=C(C=C1)CO ((4-methoxyphenyl)methanol), 900s, [H-].[Na+] (Sodium hydride), oil, O (water). Solvent: CN(C)C=O (DMF), [Cl-].[Na+].O (brine), CCCCCCC (heptane), C(Cl)Cl (DCM). Run at time 1 hour. Yields the product BrC1=C(C(=CC=C1)OCC1=CC=C(C=C1)OC)C (1-bromo-3-(4-methoxybenzyloxy)-2-methylbenzene). Isolated yield 43.9%. Reaction SMILES: [Br:1][C:2]1[CH:7]=[CH:6][CH:5]=[C:4](F)[C:3]=1[CH3:9].[CH3:10][O:11][C:12]1[CH:17]=[CH:16][C:15]([CH2:18][OH:19])=[CH:14][CH:13]=1.[H-].[Na+].O>CN(C=O)C.[Cl-].[Na+].O.CCCCCCC.C(Cl)Cl>[Br:1][C:2]1[CH:7]=[CH:6][CH:5]=[C:4]([O:19][CH2:18][C:15]2[CH:16]=[CH:17][C:12]([O:11][CH3:10])=[CH:13][CH:14]=2)[C:3]=1[CH3:9] |f:2.3,6.7.8|. Procedure details: 1-Bromo-3-fluoro-2-methylbenzene (388 mg, 2.05 mmol), and (4-methoxyphenyl)methanol (0.511 mL, 4 mmol) were dissolved in DMF (5 mL) in a microwave vessel. Sodium hydride as a 60% dispersion in mineral oil (164 mg, 4.0 mmol) was added portionwise under a flow of nitrogen over 10 min. The reaction vessel was then sealed and heated at 180° C. for 900s. The crude reaction mixture was poured onto 1:1 water:brine (6 mL) and DCM (10 mL). The biphasic mixture was stirred at ambient temperature for 1 h a... The reactants are C(C)(=O)N1CCC2=C(C(=C(C(=C12)[N+](=O)[O-])C)CC(=O)OCC)C (1-acetyl-7-nitro-5-ethoxycarbonylmethyl-4,6-dimethylindoline). Reagents/catalysts: [Pd] (palladium on charcoal). The solvent is C(C)O (ethanol). Run at temperature 55 celsius, time 2 hour. Product: C(C)(=O)N1CCC2=C(C(=C(C(=C12)N)C)CC(=O)OCC)C (1-acetyl-7-amino-5-ethoxycarbonylmethyl-4,6-dimethylindoline). Reaction SMILES: [C:1]([N:4]1[C:12]2[C:7](=[C:8]([CH3:23])[C:9]([CH2:17][C:18]([O:20][CH2:21][CH3:22])=[O:19])=[C:10]([CH3:16])[C:11]=2[N+:13]([O-])=O)[CH2:6][CH2:5]1)(=[O:3])[CH3:2]>[Pd].C(O)C>[C:1]([N:4]1[C:12]2[C:7](=[C:8]([CH3:23])[C:9]([CH2:17][C:18]([O:20][CH2:21][CH3:22])=[O:19])=[C:10]([CH3:16])[C:11]=2[NH2:13])[CH2:6][CH2:5]1)(=[O:3])[CH3:2]. Procedure details: In a 100-ml autoclave, 1-acetyl-7-nitro-5-ethoxycarbonylmethyl-4,6-dimethylindoline (5.0 g) obtained in Example 5 and 7.5% palladium on charcoal (wet, 3.76 g) were suspended in ethanol (50 ml). After degassing with nitrogen for 3 times (5 kg/cm2 for each) and replacing nitrogen with hydrogen for 3 times (5 kg/cm2 for each) successively, the resulting mixture was stirred for 2 hours at 55° C. under a pressurized hydrogen atmosphere (5 kg/cm2). The reaction mixture was filtered to remove palladium... Reactants: NC=1C=C2C=C(NC2=CC1)C(=O)OC(C)(C)C (tert-butyl 5-amino-1H-indole-2-carboxylate), C(C)(=O)C1=CC=C(C(=O)O)C=C1 (4-acetylbenzoic acid), CN(C)C(=[N+](C)C)ON1C2=C(C=CC=C2)N=N1.[B-](F)(F)(F)F (TBTU), C(C)(C)N(CC)C(C)C (diisopropylethylamine). Solvent: CN(C)C=O (DMF). Reaction conditions: time 40 minute. The product is C(C)(=O)C1=CC=C(C(=O)NC=2C=C3C=C(NC3=CC2)C(=O)OC(C)(C)C)C=C1 (tert-butyl 5-(4-acetylbenzamido)-1H-indole-2-carboxylate). Yield: 98.4%. RXN SMILES: [NH2:1][C:2]1[CH:3]=[C:4]2[C:8](=[CH:9][CH:10]=1)[NH:7][C:6]([C:11]([O:13][C:14]([CH3:17])([CH3:16])[CH3:15])=[O:12])=[CH:5]2.[C:18]([C:21]1[CH:29]=[CH:28][C:24]([C:25](O)=[O:26])=[CH:23][CH:22]=1)(=[O:20])[CH3:19].CN(C(ON1N=NC2C=CC=CC1=2)=[N+](C)C)C.[B-](F)(F)(F)F.C(N(C(C)C)CC)(C)C>CN(C=O)C>[C:18]([C:21]1[CH:29]=[CH:28][C:24]([C:25]([NH:1][C:2]2[CH:3]=[C:4]3[C:8](=[CH:9][CH:10]=2)[NH:7][C:6]([C:11]([O:13][C:14]([CH3:17])([CH3:16])[CH3:15])=[O:12])=[CH:5]3)=[O:26])=[CH:23][CH:22]=1)(=[O:20])[CH3:19] |f:2.3|. Procedure details: A solution of tert-butyl 5-amino-1H-indole-2-carboxylate (220 mg, 0.94 mmol), 4-acetylbenzoic acid (155 mg, 0.94 mmol) and TBTU (303 mg, 0.94 mmol) in DMF (6 mL) at 4° C. was treated with diisopropylethylamine (329 uL, 1.89 mmol) and stirred 40 min at 0˜5° C. The solvent was removed under vacuo. The crude product was chromatographed on silica gel eluted with 1% MeOH in CH2Cl2 to give 2 (350 mg, 98%). 1HNMR DMSO-d6) δ11.66 (bs, 1H), 10.34 (s, 1H), 8.09 (d, 1H, J=8.8 Hz), 8.07 (s, 4H), 7.55 (d, 1H... Reactants: OBO, Cc1cc(N)ccc1Br, O=[N+]([O-])c1ccccc1. The product is Cc1cc(N)ccc1-c1cccc([N+](=O)[O-])c1. As a reaction SMILES: [BH:1]([OH:2])[OH:3].[Br:13][c:14]1[c:15]([CH3:21])[cH:16][c:17]([NH2:18])[cH:19][cH:20]1.[N+:4](=[O:5])([O-:6])[c:7]1[cH:8][cH:9][cH:10][cH:11][cH:12]1>>[N+:4](=[O:5])([O-:6])[c:7]1[cH:8][c:9](-[c:14]2[c:15]([CH3:21])[cH:16][c:17]([NH2:18])[cH:19][cH:20]2)[cH:10][cH:11][cH:12]1. Starting materials: CC=1C=C2C(CC3(C2=CC1)CCCCC3)=O (5'-methyl-2',3'-dihydro-spiro[cyclo-hexane-1,1'-[1H]indene]-3'-one), CC(C=C)O (3-buten-2-ol), O (water). Reagents/catalysts: C1(=CC=C(C=C1)S(=O)(=O)O)C (p-toluenesulfonic acid). The solvent is COC(C)(C)OC (2,2-dimethoxy-propane). The product is C(C=CC)C1C2(C3=CC=C(C=C3C1=O)C)CCCCC2 ((RS)-2'-(2-buten-1-yl)-5'-methyl-2',3'-dihydro-spiro[cyclohexane-1,1'-[1H]indene]-3'-one). Isolated yield 587.7%. RXN SMILES: [CH3:1][C:2]1[CH:3]=[C:4]2[C:8](=[CH:9][CH:10]=1)[C:7]1([CH2:15][CH2:14][CH2:13][CH2:12][CH2:11]1)[CH2:6][C:5]2=[O:16].[CH3:17][CH:18](O)[CH:19]=[CH2:20].O>COC(OC)(C)C.C1(C)C=CC(S(O)(=O)=O)=CC=1>[CH2:17]([CH:6]1[C:5](=[O:16])[C:4]2[C:8](=[CH:9][CH:10]=[C:2]([CH3:1])[CH:3]=2)[C:7]21[CH2:15][CH2:14][CH2:13][CH2:12][CH2:11]2)[CH:18]=[CH:19][CH3:20]. Procedure: A solution of 2.50 g of 5'-methyl-2',3'-dihydro-spiro[cyclo-hexane-1,1'-[1H]indene]-3'-one, 24.1 ml (280 mol) of 3-buten-2-ol and 250 mg of p-toluenesulfonic acid in 250 ml of 2,2-dimethoxy-propane was boiled under reflux for 88 hours on a water separator filled with molecular sieve (0.4 nm, 2 mm pearl shaped). The reaction mixture was subsequently concentrated in a vacuum and purified by column chromatography on silica gel (hexane/ethyl acetate 6:1). In addition to 8.4 g of educt, there were ob... Reactants: CC(=O)OC1CCC(C(=O)NCc2cc(C(F)(F)F)ccc2O)(C(C)OC(C)=O)C1, Cc1ccc(S(=O)(=O)O)cc1, Cc1ccccc1, O. Yields the product CC(=O)OC1CCC(C(=O)N2COc3ccc(C(F)(F)F)cc3C2)(C(C)OC(C)=O)C1. Reaction SMILES: [C:1]([CH3:2])(=[O:3])[O:4][CH:5]1[CH2:6][C:7]([C:10](=[O:11])[NH:12][CH2:13][c:14]2[c:15]([OH:24])[cH:16][cH:17][c:18]([C:20]([F:21])([F:22])[F:23])[cH:19]2)([CH:25]([CH3:26])[O:27][C:28]([CH3:29])=[O:30])[CH2:8][CH2:9]1.[CH3:31][c:32]1[cH:33][cH:34][c:35]([S:36]([OH:37])(=[O:38])=[O:39])[cH:40][cH:41]1.[CH3:43][c:44]1[cH:45][cH:46][cH:47][cH:48][cH:49]1.[OH2:42]>>[C:1]([CH3:2])(=[O:3])[O:4][CH:5]1[CH2:6][C:7]([C:10](=[O:11])[N:12]2[CH2:13][c:14]3[c:15]([cH:16][cH:17][c:18]([C:20]([F:21])([F:22])[F:23])[cH:19]3)[O:24][CH2:31]2)([CH:25]([CH3:26])[O:27][C:28]([CH3:29])=[O:30])[CH2:8][CH2:9]1. Starting materials: NCCC=1C=C2CCCC2=CC1C (5-aminoethyl-6-methylindan), C(C1=CC=CC=C1)(=O)Cl (benzoylchloride), C([O-])([O-])=O.[Na+].[Na+] (sodium carbonate). The product is C(C1=CC=CC=C1)(=O)NCCC=1C=C2CCCC2=CC1OC (5-Benzoylaminoethyl-6-methoxyindan). As a reaction SMILES: [NH2:1][CH2:2][CH2:3][C:4]1[CH:5]=[C:6]2[C:10](=[CH:11][C:12]=1C)[CH2:9][CH2:8][CH2:7]2.[C:14](Cl)(=[O:21])[C:15]1[CH:20]=[CH:19][CH:18]=[CH:17][CH:16]=1.[C:23](=O)([O-])[O-:24].[Na+].[Na+]>>[C:14]([NH:1][CH2:2][CH2:3][C:4]1[CH:5]=[C:6]2[C:10](=[CH:11][C:12]=1[O:24][CH3:23])[CH2:9][CH2:8][CH2:7]2)(=[O:21])[C:15]1[CH:20]=[CH:19][CH:18]=[CH:17][CH:16]=1 |f:2.3.4|. Reported procedure: The procedure of Example 1 was followed in reacting 5-aminoethyl-6-methylindan with benzoylchloride, using sodium carbonate in place of triethylamine, to produce the desired product. After recrystallization from ether the product melted at 104°-106° C.